This data is from the Open Reaction Database (ORD), a public repository of structured organic reaction records. The task is: describe an organic reaction: reactants, conditions, products, and yield The reactants are C1(=CC=CC=C1)C1=NN=C2N1NC(C(=C2)C2=CC=CC=C2)=O (3,7-diphenyl-1,2,4-triazolo[4,3-b]pyridazin-6-one), [H-].[Na+] (sodium hydride), BrCC#N (bromoacetonitrile). Run in CN(C)C=O (DMF). Reaction conditions: time 30 minute. The product is C1(=CC=CC=C1)C1=NN=C2N1N=C(C(=C2)C2=CC=CC=C2)OCC#N ((3.7-Diphenyl-1,2,4-triazolo[4.3-b]pvridazin-6-yloxy)acetonitrile). Yield: 100.0%. Reaction SMILES: [C:1]1([C:7]2[N:11]3[NH:12][C:13](=[O:22])[C:14]([C:16]4[CH:21]=[CH:20][CH:19]=[CH:18][CH:17]=4)=[CH:15][C:10]3=[N:9][N:8]=2)[CH:6]=[CH:5][CH:4]=[CH:3][CH:2]=1.[H-].[Na+].Br[CH2:26][C:27]#[N:28]>CN(C=O)C>[C:1]1([C:7]2[N:11]3[N:12]=[C:13]([O:22][CH2:26][C:27]#[N:28])[C:14]([C:16]4[CH:17]=[CH:18][CH:19]=[CH:20][CH:21]=4)=[CH:15][C:10]3=[N:9][N:8]=2)[CH:2]=[CH:3][CH:4]=[CH:5][CH:6]=1 |f:1.2|. Procedure details: To a stirred solution of 3,7-diphenyl-1,2,4-triazolo[4,3-b]pyridazin-6-one (from Example 73, Step a) (0.4021 g, 1.39 mmol) in anhydrous DMF (20 ml) under nitrogen was added sodium hydride (60% dispersion in oil, 84.0 mg, 2.10 mmol) and the mixture was stirred at room temperature for 30 min,. then at 80° C. for 20 min. After allowing to cool, bromoacetonitrile (0.146 ml, 2.10 mmol) was added dropwise and the mixture was stirred at room temperature for 14 h. The mixture was then partitioned betwee... The reactants are COC1=CC=C(C=C1)[Mg]Br (p-methoxyphenyl magnesium bromide), O=C1C(=C(C2=CC=CC=C12)C1=CC=CC=C1)C(=O)OCC (ethyl 1-oxo-3-phenylindene-2-carboxylate), 1-Hydroxy-1-(4methoxyphenyl)1-3-phenylindene-2-carboxylate, Et2O hexanes, [Mg] (magnesium), BrC1=CC=C(C=C1)OC (p-bromoanisole), Et2O hexanes. Run in CCOCC (Et2O), C1CCOC1.CCOCC (THF Et2O). Conditions: time 10 minute. Yields the product COC1=CC=C(C=C1)C1C(C(C2=CC=CC=C12)C1=CC=CC=C1)C(=O)O ((1RS,2RS,3SR)-1-(4-Methoxypbenyl)-3-phenylindane-2-carboxylic acid). As a reaction SMILES: [Mg].Br[C:3]1[CH:8]=[CH:7][C:6]([O:9][CH3:10])=[CH:5][CH:4]=1.COC1C=CC([Mg]Br)=CC=1.O=[C:22]1[C:30]2[C:25](=[CH:26][CH:27]=[CH:28][CH:29]=2)[C:24]([C:31]2[CH:36]=[CH:35][CH:34]=[CH:33][CH:32]=2)=[C:23]1[C:37]([O:39]CC)=[O:38]>C1COCC1.CCOCC.CCOCC>[CH3:10][O:9][C:6]1[CH:7]=[CH:8][C:3]([CH:22]2[C:30]3[C:25](=[CH:26][CH:27]=[CH:28][CH:29]=3)[CH:24]([C:31]3[CH:36]=[CH:35][CH:34]=[CH:33][CH:32]=3)[CH:23]2[C:37]([OH:39])=[O:38])=[CH:4][CH:5]=1 |f:4.5|. Procedure: Ethyl (1RS)[1-Hydroxy-1-(4methoxyphenyl)1-3-phenylindene-2-carboxylate. To dry magnesium turnings (0.88 g, 36 mmol) under an argon atmosphere was added, portionwise, a solution of p-bromoanisole (4.5 ml, 36 mmol) in 5% THF/Et2O (37 ml). The resulting p-methoxyphenyl magnesium bromide solution was added to a solution of ethyl 1-oxo-3-phenylindene-2-carboxylate (5.0 g, 18 mmol) in Et2O (300 ml) under an argon atmosphere at 0° C. The resulting mixture was allowed to warm to room temperature and was...